This data is from the Open Reaction Database (ORD), a public repository of structured organic reaction records. The task is: describe an organic reaction: reactants, conditions, products, and yield Starting materials: CN(CCNC(C1=CC=CC=C1)=O)C1CCC(CC1)C1=CC2=C(NC(O2)=O)C=C1 (N-(2-{methyl-[4-(2-oxo-2,3-dihydrobenzoxazol-6-yl)cyclohexyl]amino}ethyl)benzamide), aqueous solution, p-formaldehyde, [OH-].[Na+] (NaOH). Run in C(Cl)Cl (CH2Cl2). Yields the product O=C1OC2=C(N1)C=CC(=C2)C2CCC(CC2)NCCNC(C2=CC=CC=C2)=O (N-{2-[4-(2-oxo-2,3-dihydrobenzoxazol-6-yl)cyclohexylamino]ethyl}benzamide). Yield: 76.9%. Reaction SMILES: C[N:2]([CH:14]1[CH2:19][CH2:18][CH:17]([C:20]2[CH:29]=[CH:28][C:23]3[NH:24][C:25](=[O:27])[O:26][C:22]=3[CH:21]=2)[CH2:16][CH2:15]1)[CH2:3][CH2:4][NH:5][C:6](=[O:13])[C:7]1[CH:12]=[CH:11][CH:10]=[CH:9][CH:8]=1.[OH-].[Na+]>C(Cl)Cl>[O:27]=[C:25]1[NH:24][C:23]2[CH:28]=[CH:29][C:20]([CH:17]3[CH2:16][CH2:15][CH:14]([NH:2][CH2:3][CH2:4][NH:5][C:6](=[O:13])[C:7]4[CH:8]=[CH:9][CH:10]=[CH:11][CH:12]=4)[CH2:19][CH2:18]3)=[CH:21][C:22]=2[O:26]1 |f:1.2|. Procedure details: Coupling of N-(2-{methyl-[4-(2-oxo-2,3-dihydrobenzoxazol-6-yl)cyclohexyl]amino}ethyl)benzamide (755 mg, 1.81 mmol) and p-formaldehyde (0.50 mL of a 37 wt % aqueous solution, 6.1 mmol), following the procedure described in Example 17 except NaOH (1.8 mL of a 1.0N aqueous solution, 1.8 mmol) and CH2Cl2 (5 mL) were added, gave N-{2-[4-(2-oxo-2,3-dihydrobenzoxazol-6-yl)cyclohexylamino]ethyl}benzamide (528 mg, 66%), as a white solid (a mixture of cis/trans isomers): mp 167-175° C.; IR (KBr): 2940, 17... The reactants are C(C)[Mg]Br (ethylmagnesium bromide), C(CC(O)(C(=O)O)CC(=O)O)(=O)O (citric acid), CC=1C=C2C=CNC2=CC1 (5-methylindole), BrC=1C(=O)N(C(C1Br)=O)C (2,3-dibromo-N-methylmaleimide). Solvent: C1CCOC1 (THF), C1CCOC1 (THF). Run at temperature 40 celsius, time 45 minute. The product is BrC=1C(=O)N(C(C1C1=CNC2=CC=C(C=C12)C)=O)C (2-bromo-3-(5-methyl-1H-indol-3-yl)-N-methylmaleimide). Yield: 86.8%. As a reaction SMILES: [CH3:1][C:2]1[CH:3]=[C:4]2[C:8](=[CH:9][CH:10]=1)[NH:7][CH:6]=[CH:5]2.C([Mg]Br)C.[Br:15][C:16]1[C:17]([N:19]([CH3:24])[C:20](=[O:23])[C:21]=1Br)=[O:18].C(O)(=O)CC(CC(O)=O)(C(O)=O)O>C1COCC1>[Br:15][C:16]1[C:17]([N:19]([CH3:24])[C:20](=[O:23])[C:21]=1[C:5]1[C:4]2[C:8](=[CH:9][CH:10]=[C:2]([CH3:1])[CH:3]=2)[NH:7][CH:6]=1)=[O:18]. Procedure: To a solution of 5-methylindole (90 mg, 0.78 mmol) dissolved in THF (3 mL) was added 0.95M ethylmagnesium bromide (0.83 mL, 0.78 mmol) at 40° C., and the whole was stirred at 40° C. for 45 minutes. Successively, thereto was added a solution of 2,3-dibromo-N-methylmaleimide (100 mg, 0.39 mmol) dissolved in THF (5 mL), followed by stirring under heating and refluxing for 3 hours. After 20% aqueous citric acid solution (1 mL) was added thereto under ice cooling and the whole was stirred, THF was re... As a reaction SMILES: [O:1]1[CH:5]=[CH:4][CH:3]=[C:2]1[C:6]1[O:7][C:8]([CH3:36])=[C:9]([CH2:11][O:12][C:13]2[CH:33]=[CH:32][C:16]([CH2:17][O:18][C:19]3[C:23]([CH:24]=O)=[CH:22][N:21]([C:26]4[CH:31]=[CH:30][CH:29]=[CH:28][CH:27]=4)[N:20]=3)=[CH:15][C:14]=2[O:34][CH3:35])[N:10]=1.CN.C(O)(=O)C.[B-][C:44]#[N:45].[Na+]>O1CCCC1.C(O)C>[O:1]1[CH:5]=[CH:4][CH:3]=[C:2]1[C:6]1[O:7][C:8]([CH3:36])=[C:9]([CH2:11][O:12][C:13]2[CH:33]=[CH:32][C:16]([CH2:17][O:18][C:19]3[C:23]([CH2:24][NH:45][CH3:44])=[CH:22][N:21]([C:26]4[CH:31]=[CH:30][CH:29]=[CH:28][CH:27]=4)[N:20]=3)=[CH:15][C:14]=2[O:34][CH3:35])[N:10]=1 |f:3.4|. Conditions: time 2 hour. Product: O1C(=CC=C1)C=1OC(=C(N1)COC1=C(C=C(COC2=NN(C=C2CNC)C2=CC=CC=C2)C=C1)OC)C (N-({3-[(4-{[2-(2-furyl)-5-methyl-1,3-oxazol-4-yl]methoxy}-3-methoxybenzyl)oxy]-1-phenyl-1H-pyrazol-4-yl}methyl)-N-methylamine). Reported procedure: A mixture of 3-[(4-{[2-(2-furyl)-5-methyl-1,3-oxazol-4-yl]methoxy}-3-methoxybenzyl)oxy]-1-phenyl-1H-pyrazole-4-carbaldehyde (1.0 g), methylamine (2M tetrahydrofuran solution, 3.2 mL), acetic acid (0.13 g), ethanol (20 mL) and tetrahydrofuran (20 mL) was stirred at room temperature for 2 hrs. Sodium cyanotrihydroborate (0.20 g) was added to the reaction mixture, and the mixture was further stirred at room temperature for 3 hrs. The reaction mixture was concentrated and ethyl acetate was added to ... The yield is 14.5%. The solvent is O1CCCC1 (tetrahydrofuran), C(C)O (ethanol). The reactants are O1C(=CC=C1)C=1OC(=C(N1)COC1=C(C=C(COC2=NN(C=C2C=O)C2=CC=CC=C2)C=C1)OC)C (3-[(4-{[2-(2-furyl)-5-methyl-1,3-oxazol-4-yl]methoxy}-3-methoxybenzyl)oxy]-1-phenyl-1H-pyrazole-4-carbaldehyde), CN (methylamine), C(C)(=O)O (acetic acid), [B-]C#N.[Na+] (Sodium cyanotrihydroborate). Reactants: CCOC(C)=O, COc1ccc(S(=O)(=O)N2C(=O)C(c3cc(CCN4CCN(C(=O)OC(C)(C)C)CC4)ccc3OC)(N3CC(O)CC3C(=O)N(C)C)c3cc(Cl)ccc32)c(OC(F)(F)F)c1, Cl, [Na+], O=C([O-])O. Yields the product COc1ccc(S(=O)(=O)N2C(=O)C(c3cc(CCN4CCNCC4)ccc3OC)(N3CC(O)CC3C(=O)N(C)C)c3cc(Cl)ccc32)c(OC(F)(F)F)c1. Reaction SMILES: [CH3:68][CH2:69][O:70][C:71]([CH3:72])=[O:73].[Cl:2][c:3]1[cH:4][c:5]2[c:9]([cH:10][cH:11]1)[N:8]([S:12](=[O:13])(=[O:14])[c:15]1[c:16]([O:23][C:24]([F:25])([F:26])[F:27])[cH:17][c:18]([O:21][CH3:22])[cH:19][cH:20]1)[C:7](=[O:28])[C:6]2([N:29]1[CH:30]([C:35](=[O:36])[N:37]([CH3:38])[CH3:39])[CH2:31][CH:32]([OH:34])[CH2:33]1)[c:40]1[cH:41][c:42]([CH2:48][CH2:49][N:50]2[CH2:51][CH2:52][N:53]([C:56]([O:57][C:58]([CH3:59])([CH3:60])[CH3:61])=[O:62])[CH2:54][CH2:55]2)[cH:43][cH:44][c:45]1[O:46][CH3:47].[ClH:1].[Na+:67].[O-:63][C:64]([OH:65])=[O:66]>>[Cl:2][c:3]1[cH:4][c:5]2[c:9]([cH:10][cH:11]1)[N:8]([S:12](=[O:13])(=[O:14])[c:15]1[c:16]([O:23][C:24]([F:25])([F:26])[F:27])[cH:17][c:18]([O:21][CH3:22])[cH:19][cH:20]1)[C:7](=[O:28])[C:6]2([N:29]1[CH:30]([C:35](=[O:36])[N:37]([CH3:38])[CH3:39])[CH2:31][CH:32]([OH:34])[CH2:33]1)[c:40]1[cH:41][c:42]([CH2:48][CH2:49][N:50]2[CH2:51][CH2:52][NH:53][CH2:54][CH2:55]2)[cH:43][cH:44][c:45]1[O:46][CH3:47]. The reactants are BrC=1C=CC(=C(C(=N)N)C1)OC (5-Bromo-2-methoxy-benzamidine), OCC(=O)CO (1,3-dihydroxy-acetone), [Cl-].[NH4+] (ammonium chloride), [OH-].[NH4+] (ammonium hydroxide). The solvent is O1CCCC1 (tetrahydrofuran). Conditions: temperature 90 celsius. Yields the product BrC=1C=CC(=C(C1)C=1NC(=CN1)CO)OC (2-(5-Bromo-2-methoxyphenyl)-5-hydroxymethyl-imidazole). As a reaction SMILES: [Br:1][C:2]1[CH:3]=[CH:4][C:5]([O:11][CH3:12])=[C:6]([CH:10]=1)[C:7]([NH2:9])=[NH:8].[OH:13][CH2:14][C:15]([CH2:17]O)=O.[Cl-].[NH4+].[OH-].[NH4+]>O1CCCC1>[Br:1][C:2]1[CH:3]=[CH:4][C:5]([O:11][CH3:12])=[C:6]([C:7]2[NH:9][C:15]([CH2:14][OH:13])=[CH:17][N:8]=2)[CH:10]=1 |f:2.3,4.5|. Procedure: A mixture of 5-Bromo-2-methoxy-benzamidine (1.5 g), 1,3-dihydroxy-acetone dimer (1.0 g), ammonium chloride (1.3 g), tetrahydrofuran (3 mL) and concentrated aqueous ammonium hydroxide (10 mL) was heated at 90° C. for 3 h. The reaction mixture was chilled on ice and the precipitated product was collected and recrystallized from methanol to afford 2-(5-Bromo-2-methoxyphenyl)-5-hydroxymethyl-imidazole as a yellow solid. The reactants are CN(C)c1cc(C(O)CS(C)(=O)=O)cc(N(C)C)c1N(C)C, CS(C)=O, N#CCCNc1ccccc1. The product is CN(C)c1cc(CC(C#N)=CNc2ccccc2)cc(N(C)C)c1N(C)C. RXN SMILES: [CH3:1][N:2]([c:3]1[cH:4][c:5]([CH:6]([OH:7])[CH2:8][S:9]([CH3:10])(=[O:11])=[O:12])[cH:13][c:14]([N:19]([CH3:20])[CH3:21])[c:15]1[N:16]([CH3:17])[CH3:18])[CH3:22].[CH3:34][S:35]([CH3:36])=[O:37].[NH:23]([c:24]1[cH:25][cH:26][cH:27][cH:28][cH:29]1)[CH2:30][CH2:31][C:32]#[N:33]>>[CH3:1][N:2]([c:3]1[cH:4][c:5]([CH2:6][C:31](=[CH:30][NH:23][c:24]2[cH:25][cH:26][cH:27][cH:28][cH:29]2)[C:32]#[N:33])[cH:13][c:14]([N:19]([CH3:20])[CH3:21])[c:15]1[N:16]([CH3:17])[CH3:18])[CH3:22]. The reactants are Cl.O=C1N(C=CC(=C1)CN1C=NC=C1CC1=CC=C(C#N)C=C1)C1=CC=CC=C1 (4-[3-(2-oxo-1-phenyl-1,2-dihydropyridin-4-ylmethyl)-3H-imidazol-4-ylmethyl]benzonitrile, hydrochloride), ClC=1C=C(C=CC1)I (3-chloroiodobenzene), IC1=CC=CC=C1 (iodobenzene). The product is ClC=1C=C(C=CC1)N1C(C=C(C=C1)CN1C=NC=C1CC1=CC=C(C#N)C=C1)=O (4-{3-[1-(3-Chloro-phenyl)-2-oxo-1,2-dihydropyridin-4-ylmethyl]-3H-imidazol-4-ylmethyl}benzonitrile). RXN SMILES: Cl.[O:2]=[C:3]1[CH:8]=[C:7]([CH2:9][N:10]2[C:14]([CH2:15][C:16]3[CH:23]=[CH:22][C:19]([C:20]#[N:21])=[CH:18][CH:17]=3)=[CH:13][N:12]=[CH:11]2)[CH:6]=[CH:5][N:4]1[C:24]1[CH:29]=[CH:28][CH:27]=[CH:26][CH:25]=1.[Cl:30]C1C=C(I)C=CC=1.IC1C=CC=CC=1>>[Cl:30][C:26]1[CH:25]=[C:24]([N:4]2[CH:5]=[CH:6][C:7]([CH2:9][N:10]3[C:14]([CH2:15][C:16]4[CH:23]=[CH:22][C:19]([C:20]#[N:21])=[CH:18][CH:17]=4)=[CH:13][N:12]=[CH:11]3)=[CH:8][C:3]2=[O:2])[CH:29]=[CH:28][CH:27]=1 |f:0.1|. Reported procedure: 4-{3-[1-(3-Chloro-phenyl)-2-oxo-1,2-dihydropyridin-4-ylmethyl]-3H-imidazol-4-ylmethyl}benzonitrile was prepared in a manner substantially similar to the procedure described above for 4-[3-(2-oxo-1-phenyl-1,2-dihydropyridin-4-ylmethyl)-3H-imidazol-4-ylmethyl]benzonitrile, hydrochloride, but substituting 3-chloroiodobenzene for the iodobenzene in Step 3.